This data is from the Open Reaction Database (ORD), a public repository of structured organic reaction records. The task is: describe an organic reaction: reactants, conditions, products, and yield The reactants are CCOC(=O)c1ccc2cc(CCCCN3C(=O)c4ccccc4C3=O)oc2c1, CCO, NN, O. Yields the product CCOC(=O)c1ccc2cc(CCCCN)oc2c1. Reaction SMILES: [C:1]1(=[O:2])[N:5]([CH2:6][CH2:7][CH2:8][CH2:9][c:10]2[o:11][c:12]3[c:13]([cH:14]2)[cH:15][cH:16][c:17]([C:19](=[O:20])[O:21][CH2:22][CH3:23])[cH:18]3)[C:3](=[O:4])[c:24]2[cH:25][cH:26][cH:27][cH:28][c:29]21.[CH3:33][CH2:34][OH:35].[NH2:31][NH2:32].[OH2:30]>>[NH2:5][CH2:6][CH2:7][CH2:8][CH2:9][c:10]1[o:11][c:12]2[c:13]([cH:14]1)[cH:15][cH:16][c:17]([C:19](=[O:20])[O:21][CH2:22][CH3:23])[cH:18]2. Reactants: CNCc1ccccc1OC, Clc1nc(Cl)c2ccccc2n1, Cl, [Na+], O=C([O-])O. The product is COc1ccccc1CN(C)c1nc(Cl)nc2ccccc12. RXN SMILES: [CH3:13][O:14][c:15]1[c:16]([CH2:17][NH:18][CH3:19])[cH:20][cH:21][cH:22][cH:23]1.[Cl:1][c:2]1[n:3][c:4]2[cH:5][cH:6][cH:7][cH:8][c:9]2[c:10]([Cl:12])[n:11]1.[ClH:24].[Na+:29].[O-:25][C:26]([OH:27])=[O:28]>>[Cl:1][c:2]1[n:3][c:4]2[cH:5][cH:6][cH:7][cH:8][c:9]2[c:10]([N:18]([CH2:17][c:16]2[c:15]([O:14][CH3:13])[cH:23][cH:22][cH:21][cH:20]2)[CH3:19])[n:11]1. The yield is 61.3%. Reactants: [N+](=[N-])=C (diazomethane), COC(CCCC(CC(CC(=O)C1CC(=O)OC1)O)C)(C)C (3-(9-methoxy-3-hydroxy-5,9-dimethyl-decanoyl)-4-butyrolactone). Reported procedure: An etherealdiazomethane solution containing 0.04 moles of diazomethane is added to a solution of 2.0 g (0.006 moles) of 3-(9-methoxy-3-hydroxy-5,9-dimethyl-decanoyl)-4-butyrolactone in 5 ml of dry ether, and the reaction mixture is allowed to stand at room temperature for 4 hours. The solvent is distilled off in vacuo, the residue is taken up with ether, and the solution is filtered through a short column filled with Kieselgel 60 adsorbent. Ether is removed from the effluent to obtain 1.2 g (63.... RXN SMILES: [N+](=[CH2:3])=[N-].[CH3:4][O:5][C:6]([CH3:25])([CH3:24])[CH2:7][CH2:8][CH2:9][CH:10]([CH3:23])[CH2:11][CH:12]([OH:22])[CH2:13][C:14]([CH:16]1[CH2:21][O:20][C:18](=[O:19])[CH2:17]1)=[O:15]>CCOCC>[OH:22]/[C:12](/[CH2:11][CH:10]([CH3:23])[CH2:9][CH2:8][CH2:7][C:6]([O:5][CH3:4])([CH3:24])[CH3:25])=[CH:13]/[C:14](=[C:16]1[CH2:21][O:20][C:18](=[O:19])[CH2:17]1)[O:15][CH3:3]. Solvent: CCOCC (ether). Reaction conditions: time 4 hour. The product is O/C(=C/C(OC)=C1CC(=O)OC1)/CC(CCCC(C)(C)OC)C (3-[3-hydroxy-1,9-dimethoxy-5,9-dimethyl-(E)-decenylidene]-4-butyrolactone). Starting materials: C(C)OC(OCC)OCC (triethylorthoformate), N(N)C1=NC2=CC=CC=C2N=C1 (2-hydrazinoquinoxaline). Product: C1=NN=C2N1C1=CC=CC=C1N=C2 (s-triazolo[ 4,3-a]quinoxaline). RXN SMILES: C(OC(O[CH2:9][CH3:10])OCC)C.[NH:11]([C:13]1C=[N:21][C:20]2[C:15](=[CH:16][CH:17]=[CH:18][CH:19]=2)[N:14]=1)[NH2:12]>>[CH:13]1[N:14]2[C:15]3[C:20]([N:21]=[CH:9][C:10]2=[N:12][N:11]=1)=[CH:19][CH:18]=[CH:17][CH:16]=3. Reported procedure: One hundred ml. of triethylorthoformate was mixed with 8.98 g. of 2-hydrazinoquinoxaline. The mixture was stirred at reflux and cooled as in the example above, and 9 g. of crude product was collected. After recrystallization from ethanol, the product was identified as s-triazolo[ 4,3-a]quinoxaline, m.p. 238°-39° C. The final yield was 5 g. The reactants are O=C([O-])[O-], CN(C)C=O, Fc1ccccc1-c1nc(Cl)c2ccccc2n1, [Cs+], [Cs+], c1cc2c(cn1)CCN2. The product is Fc1ccccc1-c1nc(N2CCc3cnccc32)c2ccccc2n1. As a reaction SMILES: [C:28](=[O:29])([O-:30])[O-:31].[CH3:34][N:35]([CH3:36])[CH:37]=[O:38].[Cl:1][c:2]1[n:3][c:4](-[c:12]2[c:13]([F:18])[cH:14][cH:15][cH:16][cH:17]2)[n:5][c:6]2[cH:7][cH:8][cH:9][cH:10][c:11]12.[Cs+:32].[Cs+:33].[NH:19]1[CH2:20][CH2:21][c:22]2[cH:23][n:24][cH:25][cH:26][c:27]21>>[c:2]1([N:19]2[CH2:20][CH2:21][c:22]3[cH:23][n:24][cH:25][cH:26][c:27]32)[n:3][c:4](-[c:12]2[c:13]([F:18])[cH:14][cH:15][cH:16][cH:17]2)[n:5][c:6]2[cH:7][cH:8][cH:9][cH:10][c:11]12. Reactants: O=C([O-])[O-], CN1CCCC1=O, COc1cc(N2CCN(C(=O)Cn3c(=O)[nH]c4ccccc43)CC2)ccc1Cl, [Cs+], [Cs+], CI. Yields the product COc1cc(N2CCN(C(=O)Cn3c(=O)n(C)c4ccccc43)CC2)ccc1Cl. RXN SMILES: [C:31](=[O:32])([O-:33])[O-:34].[CH3:37][N:38]1[CH2:39][CH2:40][CH2:41][C:42]1=[O:43].[Cl:1][c:2]1[c:3]([O:27][CH3:28])[cH:4][c:5]([N:8]2[CH2:9][CH2:10][N:11]([C:14]([CH2:15][n:16]3[c:17](=[O:25])[nH:18][c:19]4[c:20]3[cH:21][cH:22][cH:23][cH:24]4)=[O:26])[CH2:12][CH2:13]2)[cH:6][cH:7]1.[Cs+:35].[Cs+:36].[I:29][CH3:30]>>[Cl:1][c:2]1[c:3]([O:27][CH3:28])[cH:4][c:5]([N:8]2[CH2:9][CH2:10][N:11]([C:14]([CH2:15][n:16]3[c:17](=[O:25])[n:18]([CH3:31])[c:19]4[c:20]3[cH:21][cH:22][cH:23][cH:24]4)=[O:26])[CH2:12][CH2:13]2)[cH:6][cH:7]1. The reactants are CCC(C)C(NC(=O)OCc1ccccc1)C(O[SiH](c1ccccc1)c1ccccc1)C(C)(C)C, CO. Product: CCC(C)C(N)C(O[SiH](c1ccccc1)c1ccccc1)C(C)(C)C. RXN SMILES: [CH2:1]([O:2][C:3](=[O:4])[NH:10][CH:11]([CH:12]([CH2:13][CH3:14])[CH3:15])[CH:16]([O:17][SiH:18]([c:19]1[cH:20][cH:21][cH:22][cH:23][cH:24]1)[c:25]1[cH:26][cH:27][cH:28][cH:29][cH:30]1)[C:31]([CH3:32])([CH3:33])[CH3:34])[c:5]1[cH:6][cH:7][cH:8][cH:9][cH:35]1.[CH3:36][OH:37]>>[NH2:10][CH:11]([CH:12]([CH2:13][CH3:14])[CH3:15])[CH:16]([O:17][SiH:18]([c:19]1[cH:20][cH:21][cH:22][cH:23][cH:24]1)[c:25]1[cH:26][cH:27][cH:28][cH:29][cH:30]1)[C:31]([CH3:32])([CH3:33])[CH3:34].